This data is from the Open Reaction Database (ORD), a public repository of structured organic reaction records. The task is: describe an organic reaction: reactants, conditions, products, and yield Starting materials: C(C)OC(C=C(C1=CC=CC=C1)C=1C=C2C(=NNC2=CC1)Cl)=O (3-(3-chloro-1H-indazol-5-yl)-3-phenyl-acrylic acid ethyl ester), C(C)OC(C=C(C1=CC=CC=C1)C1=C2C(=CNC2=CC=C1)C#N)=O (3-(3-cyano-1H-Indol-4-yl)-3-phenyl-acrylic acid ethyl ester). Product: ClC1=NNC2=CC=C(C=C12)C(=CC(=O)NC)C1=CC=CC=C1 (3-(3-Chloro-1H-indazol-5-yl)-N-methyl 3-phenyl-acrylamide). RXN SMILES: C([O:3][C:4](=O)[CH:5]=[C:6]([C:13]1[CH:14]=[C:15]2[C:19](=[CH:20][CH:21]=1)[NH:18][N:17]=[C:16]2[Cl:22])[C:7]1[CH:12]=[CH:11][CH:10]=[CH:9][CH:8]=1)C.C(OC(=O)C=C(C1C=CC=C2C=1C(C#N)=[CH:39][NH:40]2)C1C=CC=CC=1)C>>[Cl:22][C:16]1[C:15]2[C:19](=[CH:20][CH:21]=[C:13]([C:6]([C:7]3[CH:12]=[CH:11][CH:10]=[CH:9][CH:8]=3)=[CH:5][C:4]([NH:40][CH3:39])=[O:3])[CH:14]=2)[NH:18][N:17]=1. Procedure: 3-(3-Chloro-1H-indazol-5-yl)-N-methyl 3-phenyl-acrylamide CCXVI was prepared from 3-(3-chloro-1H-indazol-5-yl)-3-phenyl-acrylic acid ethyl ester using the procedure described for preparation of 3-(1H-Indol-7-yl)-N-methyl-3-phenyl-acrylamide XVIII (see Example 4). Starting materials: C(C)(C)NC1=C2N=CN(C2=NC=N1)CCCN1CCN(CC1)C1=CC=C(C=C1)F (N6 -isopropyl-9-{3-[4-(4-fluorophenyl)-piperazino]-propyl}-adenine), ClC1=C2N=CN(C2=NC=N1)CCCN1CCN(CC1)C1=CC=C(C=C1)F (6-chloro-9-{3-[4-(4-fluorophenyl)-piperazino]-propyl}-purine), C(C)(C)N (isopropylamine). Yields the product C(CC)NC1=C2N=CN(C2=NC=N1)CCCN1CCN(CC1)C1=CC=CC=C1 (N6 -n-Propyl-9-[3-(4-phenyl-piperazino)-propyl]-adenine). Isolated yield 58.0%. RXN SMILES: [CH:1]([NH:4][C:5]1[N:13]=[CH:12][N:11]=[C:10]2[C:6]=1[N:7]=[CH:8][N:9]2[CH2:14][CH2:15][CH2:16][N:17]1[CH2:22][CH2:21][N:20]([C:23]2[CH:28]=[CH:27][C:26](F)=[CH:25][CH:24]=2)[CH2:19][CH2:18]1)([CH3:3])C.Cl[C:31]1N=CN=C2C=1N=CN2CCCN1CCN(C2C=CC(F)=CC=2)CC1.C(N)(C)C>>[CH2:1]([NH:4][C:5]1[N:13]=[CH:12][N:11]=[C:10]2[C:6]=1[N:7]=[CH:8][N:9]2[CH2:14][CH2:15][CH2:16][N:17]1[CH2:18][CH2:19][N:20]([C:23]2[CH:28]=[CH:27][CH:26]=[CH:25][CH:24]=2)[CH2:21][CH2:22]1)[CH2:3][CH3:31]. Procedure details: N6 -isopropyl-9-{3-[4-(4-fluorophenyl)-piperazino]-propyl}-adenine from 6-chloro-9-{3-[4-(4-fluorophenyl)-piperazino]-propyl}-purine and isopropylamine; yield 58% of theory; m.p. of the dihydrochloride 232°-233° C after recrystallization from methanol. The reactants are [Na] (sodium), ClC1=NC(=C2NC=NC2=N1)N1C(=NC=C1)CCC (2-chloro-6-(2-propylimidazol-1-yl)purine), C1(=CC=C(C=C1)C(=O)O[C@H]1C[C@H](O[C@@H]1COC(=O)C1=CC=C(C=C1)C)Cl)C (2-deoxy-3,5-di-O-(p-toluoyl)-α-D-erythro-pentofuranosyl chloride), α-nucleoside, CO.C(Cl)Cl (MeOH CH2Cl2), EtOAc hexanes. Run in CC#N (CH3CN), C(Cl)Cl (CH2Cl2). Product: ClC1=NC(=C2N=CN(C2=N1)[C@H]1C[C@H](OC(=O)C2=CC=C(C=C2)C)[C@H](O1)COC(=O)C1=CC=C(C=C1)C)N1C(=NC=C1)CCC (2-chloro-9-[2-deoxy-3,5-di-O-(p-toluoyl)-β-D-erythro-pentofuranosyl]-6-(2-propylimidazol-1-yl)purine). Yield: 84.5%. RXN SMILES: [Na].[Cl:2][C:3]1[N:11]=[C:10]2[C:6]([NH:7][CH:8]=[N:9]2)=[C:5]([N:12]2[CH:16]=[CH:15][N:14]=[C:13]2[CH2:17][CH2:18][CH3:19])[N:4]=1.[C:20]1([CH3:46])[CH:25]=[CH:24][C:23]([C:26]([O:28][C@@H:29]2[C@@H:33]([CH2:34][O:35][C:36]([C:38]3[CH:43]=[CH:42][C:41]([CH3:44])=[CH:40][CH:39]=3)=[O:37])[O:32][C@H:31](Cl)[CH2:30]2)=[O:27])=[CH:22][CH:21]=1.CO.C(Cl)Cl>CC#N.C(Cl)Cl>[Cl:2][C:3]1[N:11]=[C:10]2[C:6]([N:7]=[CH:8][N:9]2[C@@H:31]2[O:32][C@H:33]([CH2:34][O:35][C:36]([C:38]3[CH:39]=[CH:40][C:41]([CH3:44])=[CH:42][CH:43]=3)=[O:37])[C@@H:29]([O:28][C:26]([C:23]3[CH:22]=[CH:21][C:20]([CH3:46])=[CH:25][CH:24]=3)=[O:27])[CH2:30]2)=[C:5]([N:12]2[CH:16]=[CH:15][N:14]=[C:13]2[CH2:17][CH2:18][CH3:19])[N:4]=1 |f:3.4,^1:0|. Procedure: The sodium salt of 2-chloro-6-(2-propylimidazol-1-yl)purine (0.13 g, 0.5 mmol) in dried CH3CN (10 mL) was treated with 2-deoxy-3,5-di-O-(p-toluoyl)-α-D-erythro-pentofuranosyl chloride (0.30 g, 0.8 mmol) in CH2Cl2 (10 mL) by general method 2. No α-nucleoside was detected by 1H NMR. Column chromatography was performed twice (25 g silica gel, MeOH/CH2Cl2, 1:30, and EtOAc/hexanes, 1:1) to give 2-chloro-9-[2-deoxy-3,5-di-O-(p-toluoyl)-β-D-erythro-pentofuranosyl]-6-(2-propylimidazol-1-yl)purine (0.26 ... Reactants: CN([Si](C)(C)C)[SiH3] (tetramethyldisilazane), FC(C(=O)OC(C(F)(F)F)=O)(F)F (trifluoroacetic anhydride), FC(C(=O)OC(C(F)(F)F)=O)(F)F (trifluoroacetic anhydride). Product: FC(C(=O)O[SiH](C)C)(F)F (dimethylsilyl trifluoroacetate). As a reaction SMILES: CN([SiH3])[Si:3]([CH3:6])(C)[CH3:4].[F:8][C:9]([F:20])([F:19])[C:10]([O:12]C(=O)C(F)(F)F)=[O:11]>>[F:8][C:9]([F:20])([F:19])[C:10]([O:12][SiH:3]([CH3:6])[CH3:4])=[O:11]. Procedure details: Additionally, for example when mixing tetramethyldisilazane as the silicon compound B and trifluoroacetic anhydride as the acid B, the trifluoroacetic anhydride is rapidly reacted to form dimethylsilyl trifluoroacetate as the acid A. The reactants are COC(CC1=CC=C(C=C1)CCNS(=O)(=O)C)=O ([4-[2-methanesulfonylamino-ethyl]-phenyl]-acetic acid methyl ester), BrCC1=CC=C(C=C1)CCCC (1-bromomethyl-4-butylbenzene), C(=O)([O-])[O-].[K+].[K+] (K2CO3), Cl (HCl). The solvent is C(C)#N (acetonitrile), CCOC(=O)C (EtOAc). The product is COC(CC1=CC=C(C=C1)CCN(S(=O)(=O)C)CC1=CC=C(C=C1)CCCC)=O ((4-{2-[(4-Butyl-benzyl)-methanesulfonyl-amino]-ethyl}-phenyl)-acetic acid methyl ester). Reaction SMILES: [CH3:1][O:2][C:3](=[O:18])[CH2:4][C:5]1[CH:10]=[CH:9][C:8]([CH2:11][CH2:12][NH:13][S:14]([CH3:17])(=[O:16])=[O:15])=[CH:7][CH:6]=1.Br[CH2:20][C:21]1[CH:26]=[CH:25][C:24]([CH2:27][CH2:28][CH2:29][CH3:30])=[CH:23][CH:22]=1.C([O-])([O-])=O.[K+].[K+].Cl>CCOC(C)=O.C(#N)C>[CH3:1][O:2][C:3](=[O:18])[CH2:4][C:5]1[CH:6]=[CH:7][C:8]([CH2:11][CH2:12][N:13]([CH2:20][C:21]2[CH:26]=[CH:25][C:24]([CH2:27][CH2:28][CH2:29][CH3:30])=[CH:23][CH:22]=2)[S:14]([CH3:17])(=[O:15])=[O:16])=[CH:9][CH:10]=1 |f:2.3.4|. Procedure details: A mixture of [4-[2-methanesulfonylamino-ethyl]-phenyl]-acetic acid methyl ester (38 mg, 0.14 mmol), 1-bromomethyl-4-butylbenzene (35 mg, 0.15 mmol), K2CO3 (25 mg, 0.182 mmol) and acetonitrile was heated at reflux for 1 h. Aqueous HCl (2 mL, 1N) and EtOAc (30 mL) were added to the reaction. The organic solution was dried with MgSO4, filtered, and concentrated in vacuo. The product was purified by flash chromatography (30% EtOAc/hexanes) to afford the title compound of Step A. 1H NMR (400 MHz, CDC... Reactants: N (ammonia), C(C)(=O)NC(C(=O)OCC)CC1=CC=C(C=C1)OCCC=1N=C(OC1C)C1=CC=CC=C1 (Ethyl 2-acetylamino-3-(4-[2-(5-methyl-2-phenyl-4-oxazolyl)ethoxy]phenyl]propionate), [OH-].[Na+] (sodium hydroxide). Solvent: CO.O1CCCC1 (methanol tetrahydrofuran). Run at time 2 day. Product: C(C)(=O)NC(C(=O)N)CC1=CC=C(C=C1)OCCC=1N=C(OC1C)C1=CC=CC=C1 (2-Acetylamino-3-[4-[2-(5-methyl-2-phenyl-4-oxazolyl)ethoxy]phenyl]propionamide). Yield: 36.0%. RXN SMILES: [C:1]([NH:4][CH:5]([CH2:11][C:12]1[CH:17]=[CH:16][C:15]([O:18][CH2:19][CH2:20][C:21]2[N:22]=[C:23]([C:27]3[CH:32]=[CH:31][CH:30]=[CH:29][CH:28]=3)[O:24][C:25]=2[CH3:26])=[CH:14][CH:13]=1)[C:6](OCC)=[O:7])(=[O:3])[CH3:2].[NH3:33].[OH-].[Na+]>CO.O1CCCC1>[C:1]([NH:4][CH:5]([CH2:11][C:12]1[CH:13]=[CH:14][C:15]([O:18][CH2:19][CH2:20][C:21]2[N:22]=[C:23]([C:27]3[CH:28]=[CH:29][CH:30]=[CH:31][CH:32]=3)[O:24][C:25]=2[CH3:26])=[CH:16][CH:17]=1)[C:6]([NH2:33])=[O:7])(=[O:3])[CH3:2] |f:2.3,4.5|. Reported procedure: Ethyl 2-acetylamino-3-[4-[2-(5-methyl-2-phenyl-4-oxazolyl)ethoxy]phenyl]propionate (1.63 g, 3.73 mmol) obtained in Example 33 was dissolved in methanol-tetrahydrofuran (1:1, 50 ml). 28% Aqueous ammonia (20 ml) was added and the mixture was stirred at room temperature for 2 days. Thereto was added 1N aqueous sodium hydroxide solution (30 ml) and the mixture was stirred for 1 hr. The solvent was evaporated under reduced pressure and the obtained residue was partitioned between tetrahydrofuran-ethy... Reactants: CC(C)=O, CO, CC(Nc1cc(-c2csc(N3CC4CC3CN4)n2)ccn1)c1ccccc1, ClC(Cl)Cl, ClCCl. As a reaction SMILES: [CH3:28][C:29]([CH3:30])=[O:31].[CH3:32][OH:33].[CH:1]12[N:2]([c:8]3[s:9][cH:10][c:11](-[c:13]4[cH:14][c:15]([NH:19][CH:20]([CH3:21])[c:22]5[cH:23][cH:24][cH:25][cH:26][cH:27]5)[n:16][cH:17][cH:18]4)[n:12]3)[CH2:3][CH:4]([NH:5][CH2:6]1)[CH2:7]2.[CH:34]([Cl:35])([Cl:36])[Cl:37].[Cl:38][CH2:39][Cl:40]>>[CH:1]12[N:2]([c:8]3[s:9][cH:10][c:11](-[c:13]4[cH:14][c:15]([NH:19][CH:20]([CH3:21])[c:22]5[cH:23][cH:24][cH:25][cH:26][cH:27]5)[n:16][cH:17][cH:18]4)[n:12]3)[CH2:3][CH:4]([N:5]([CH:29]([CH3:28])[CH3:30])[CH2:6]1)[CH2:7]2. The product is CC(Nc1cc(-c2csc(N3CC4CC3CN4C(C)C)n2)ccn1)c1ccccc1.